Dataset: the Open Reaction Database (ORD), a public repository of structured organic reaction records. Task: describe an organic reaction: reactants, conditions, products, and yield Reported procedure: To a stirred solution of 1-p-methoxyphenylsulfonyl-2-(3,4,5-trimethoxyphenyl)pyrrole-4-carbaldehyde (50 mg, 0.12 mmol, Example 94a) in THF (1 ml) acetic acid (21 mg, 3 equiv.), 4-morpholinoaniline (21 mg, 1.05 equiv.) and NaBH(OAc)3 (61 mg, 2.5 equiv.) are added. The reaction mixture is stirred at room temperature for 16 h, and diluted with aqueous 1 M Na2CO3 solution and ethyl acetate. The organic layer is dried (MgSO4) and purified by flash chromatography and preparative HPLC. RT (program 2) 3... Reaction conditions: time 16 hour. Product: COC1=CC=C(C=C1)S(=O)(=O)N1C(=CC(=C1)CNC1=CC=C(C=C1)N1CCOCC1)C1=CC(=C(C(=C1)OC)OC)OC (1-p-Methoxyphenylsulfonyl-4-p-morpholinophenylaminomethyl-2-(3,4,5-trimethoxyphenyl)-pyrrole). Starting materials: COC1=CC=C(C=C1)S(=O)(=O)N1C(=CC(=C1)C=O)C1=CC(=C(C(=C1)OC)OC)OC (1-p-methoxyphenylsulfonyl-2-(3,4,5-trimethoxyphenyl)pyrrole-4-carbaldehyde), C1CCOC1 (THF), O1CCN(CC1)C1=CC=C(N)C=C1 (4-morpholinoaniline), [BH-](OC(=O)C)(OC(=O)C)OC(=O)C.[Na+] (NaBH(OAc)3). Run in C(=O)([O-])[O-].[Na+].[Na+] (Na2CO3), C(C)(=O)OCC (ethyl acetate). As a reaction SMILES: [CH3:1][O:2][C:3]1[CH:8]=[CH:7][C:6]([S:9]([N:12]2[CH:16]=[C:15]([CH:17]=O)[CH:14]=[C:13]2[C:19]2[CH:24]=[C:23]([O:25][CH3:26])[C:22]([O:27][CH3:28])=[C:21]([O:29][CH3:30])[CH:20]=2)(=[O:11])=[O:10])=[CH:5][CH:4]=1.C1COCC1.[O:36]1[CH2:41][CH2:40][N:39]([C:42]2[CH:48]=[CH:47][C:45]([NH2:46])=[CH:44][CH:43]=2)[CH2:38][CH2:37]1.[BH-](OC(C)=O)(OC(C)=O)OC(C)=O.[Na+]>C([O-])([O-])=O.[Na+].[Na+].C(OCC)(=O)C>[CH3:1][O:2][C:3]1[CH:4]=[CH:5][C:6]([S:9]([N:12]2[CH:16]=[C:15]([CH2:17][NH:46][C:45]3[CH:47]=[CH:48][C:42]([N:39]4[CH2:38][CH2:37][O:36][CH2:41][CH2:40]4)=[CH:43][CH:44]=3)[CH:14]=[C:13]2[C:19]2[CH:20]=[C:21]([O:29][CH3:30])[C:22]([O:27][CH3:28])=[C:23]([O:25][CH3:26])[CH:24]=2)(=[O:11])=[O:10])=[CH:7][CH:8]=1 |f:3.4,5.6.7|.